This data is from the Open Reaction Database (ORD), a public repository of structured organic reaction records. The task is: describe an organic reaction: reactants, conditions, products, and yield Reaction conditions: time 8 hour. The product is CO\C(=C/N1C2=C(C=3C=C(C=CC13)C)CN(CC2)C)\C2=CC=NC=C2 ((Z)-5-(2-methoxy-2-(pyridin-4-yl)vinyl)-2,8-dimethyl-2,3,4,5-tetrahydro-1H-pyrido[4,3-b]indole). As a reaction SMILES: [CH3:1][N:2]1[CH2:24][CH2:23][C:5]2[N:6]([CH2:14][C:15]([C:17]3[CH:22]=[CH:21][N:20]=[CH:19][CH:18]=3)=[O:16])[C:7]3[CH:8]=[CH:9][C:10]([CH3:13])=[CH:11][C:12]=3[C:4]=2[CH2:3]1.[H-].[Na+].[CH3:27]I>CN(C=O)C>[CH3:27][O:16]/[C:15](/[C:17]1[CH:18]=[CH:19][N:20]=[CH:21][CH:22]=1)=[CH:14]\[N:6]1[C:7]2[CH:8]=[CH:9][C:10]([CH3:13])=[CH:11][C:12]=2[C:4]2[CH2:3][N:2]([CH3:1])[CH2:24][CH2:23][C:5]1=2 |f:1.2|. Procedure: 2-(2,8-Dimethyl-1,2,3,4-tetrahydro-pyrido[4,3-b]indol-5-yl)-1-pyridin-4-yl-ethanone (100 mg) was dissolved in DMF (5 mL). Sodium hydride was added at once under nitrogen atmosphere followed by addition of methyl iodide. The contents were stirred at RT overnight. The reaction was monitored by LCMS. The reaction mixture was poured into 25 mL ice cold water and extracted with EtOAc (20 mL×3). The combined organic layers were given water washing (30 mL×2), dried over sodium sulfate and concentrated ... Solvent: CN(C)C=O (DMF). Starting materials: ice, CN1CC2=C(N(C=3C=CC(=CC23)C)CC(=O)C2=CC=NC=C2)CC1 (2-(2,8-Dimethyl-1,2,3,4-tetrahydro-pyrido[4,3-b]indol-5-yl)-1-pyridin-4-yl-ethanone), CI (methyl iodide), [H-].[Na+] (Sodium hydride).